From a dataset of the Open Reaction Database (ORD), a public repository of structured organic reaction records. describe an organic reaction: reactants, conditions, products, and yield The reactants are COc1ccc2c(O)c([N+](=O)[O-])cnc2c1, CO, CCOCC, Cl, [NH4+], [OH-]. Product: COc1ccc2c(O)c(N)cnc2c1, Cl. Reaction SMILES: [CH3:1][O:2][c:3]1[cH:4][cH:5][c:6]2[c:7]([OH:16])[c:8]([N+:13]([O-:14])=[O:15])[cH:9][n:10][c:11]2[cH:12]1.[CH3:20][OH:21].[CH3:22][CH2:23][O:24][CH2:25][CH3:26].[ClH:19].[NH4+:17].[OH-:18]>>[CH3:1][O:2][c:3]1[cH:4][cH:5][c:6]2[c:7]([OH:16])[c:8]([NH2:13])[cH:9][n:10][c:11]2[cH:12]1.[ClH:19]. Reactants: C1(CC1)C=1C=CC(=NC1OCC1CC1)C(=O)O (5-cyclopropyl-6-cyclopropylmethyloxy-pyridine-2-carboxylic acid), CC1=NC(=NO1)C(N)CC(C)C (5-methyl-α-(2-methylpropyl)-1,2,4-oxadiazole-3-methanamine), CO (MeOH). Solvent: CCCCCCC (heptane). Product: CC(CC(C1=NOC(=N1)C)NC(=O)C1=NC(=C(C=C1)C1CC1)OCC1CC1)C (5-Cyclopropyl-6-cyclopropylmethoxy-pyridine-2-carboxylic acid [(+)-3-methyl-1-(5-methyl-[1,2,4]oxadiazol-3-yl)-butyl]-amide). RXN SMILES: [CH:1]1([C:4]2[CH:5]=[CH:6][C:7]([C:15]([OH:17])=O)=[N:8][C:9]=2[O:10][CH2:11][CH:12]2[CH2:14][CH2:13]2)[CH2:3][CH2:2]1.[CH3:18][C:19]1[O:23][N:22]=[C:21]([CH:24]([CH2:26][CH:27]([CH3:29])[CH3:28])[NH2:25])[N:20]=1.CO>CCCCCCC>[CH3:28][CH:27]([CH3:29])[CH2:26][CH:24]([NH:25][C:15]([C:7]1[CH:6]=[CH:5][C:4]([CH:1]2[CH2:2][CH2:3]2)=[C:9]([O:10][CH2:11][CH:12]2[CH2:13][CH2:14]2)[N:8]=1)=[O:17])[C:21]1[N:20]=[C:19]([CH3:18])[O:23][N:22]=1. Procedure: The title compound was synthesized in analogy to Example 1, using 5-cyclopropyl-6-cyclopropylmethyloxy-pyridine-2-carboxylic acid (Example 42a) and 5-methyl-α-(2-methylpropyl)-1,2,4-oxadiazole-3-methanamine (CAN 1155538-06-9) as starting materials. The product was isolated by chiral chromatography on Chiralpak AD using heptane/8% ethanol as eluent. The (+)-enantiomer was isolated. LC-MS (UV peak area/ESI) 100%, 385.2234 (M+H)+, αD20 (MeOH)=+22.5°.